From a dataset of the Open Reaction Database (ORD), a public repository of structured organic reaction records. describe an organic reaction: reactants, conditions, products, and yield Reactants: CC1(C)CC(c2cccnc2)c2cc(C#N)ccc2O1, O=C(OO)c1cccc(Cl)c1, ClCCl. Yields the product CC1(C)CC(c2ccc[n+]([O-])c2)c2cc(C#N)ccc2O1. Reaction SMILES: [CH3:12][C:13]1([CH3:31])[O:14][c:15]2[c:16]([cH:25][c:26]([C:29]#[N:30])[cH:27][cH:28]2)[CH:17]([c:19]2[cH:20][n:21][cH:22][cH:23][cH:24]2)[CH2:18]1.[Cl:1][c:2]1[cH:3][cH:4][cH:5][c:6]([C:7]([O:8][OH:10])=[O:9])[cH:11]1.[Cl:32][CH2:33][Cl:34]>>[O-:9][n+:21]1[cH:20][c:19]([CH:17]2[c:16]3[c:15]([cH:28][cH:27][c:26]([C:29]#[N:30])[cH:25]3)[O:14][C:13]([CH3:12])([CH3:31])[CH2:18]2)[cH:24][cH:23][cH:22]1.